This data is from the Open Reaction Database (ORD), a public repository of structured organic reaction records. The task is: describe an organic reaction: reactants, conditions, products, and yield Reactants: CC1=NOC(=C1B(O)O)C (3,5-dimethyl-isoxazole-4-boronic acid), C(#N)C1(CC1)NC(=O)[C@@H]1[C@H](C[C@H](C1)S(=O)(=O)C1=C(C=C(C=C1)Br)C(F)(F)F)OC(C)C ((1S,2S,4S)-4-(4-bromo-2-trifluoromethyl-benzenesulfonyl)-2-isopropoxy-cyclopentanecarboxylic acid (1-cyano-cyclopropyl)-amide), C(#N)C1(CC1)NC(=O)[C@@H]1[C@H](C[C@H](C1)S(=O)(=O)C1=C(C=C(C=C1)Br)C(F)(F)F)OC ((1S,2S,4S)-4-(4-bromo-2-trifluoromethyl-benzenesulfonyl)-2-methoxy-cyclopentanecarboxylic acid (1-cyano-cyclopropyl)-amide). Yields the product C(#N)C1(CC1)NC(=O)[C@@H]1[C@H](C[C@H](C1)S(=O)(=O)C1=C(C=C(C=C1)C=1C(=NOC1C)C)C(F)(F)F)OC(C)C ((1S,2S,4S)-4-[4-(3,5-Dimethyl-isoxazol-4-yl)-2-trifluoromethyl-benzenesulfonyl]-2-isopropoxy-cyclopentanecarboxylic acid (1-cyano-cyclopropyl)-amide). RXN SMILES: [CH3:1][C:2]1[C:6](B(O)O)=[C:5]([CH3:10])[O:4][N:3]=1.[C:11]([C:13]1([NH:16][C:17]([C@H:19]2[CH2:23][C@H:22]([S:24]([C:27]3[CH:32]=[CH:31][C:30](Br)=[CH:29][C:28]=3[C:34]([F:37])([F:36])[F:35])(=[O:26])=[O:25])[CH2:21][C@@H:20]2[O:38][CH:39]([CH3:41])[CH3:40])=[O:18])[CH2:15][CH2:14]1)#[N:12].C(C1(NC([C@H]2C[C@H](S(C3C=CC(Br)=CC=3C(F)(F)F)(=O)=O)C[C@@H]2OC)=O)CC1)#N>>[C:11]([C:13]1([NH:16][C:17]([C@H:19]2[CH2:23][C@H:22]([S:24]([C:27]3[CH:32]=[CH:31][C:30]([C:6]4[C:2]([CH3:1])=[N:3][O:4][C:5]=4[CH3:10])=[CH:29][C:28]=3[C:34]([F:37])([F:35])[F:36])(=[O:26])=[O:25])[CH2:21][C@@H:20]2[O:38][CH:39]([CH3:41])[CH3:40])=[O:18])[CH2:15][CH2:14]1)#[N:12]. Procedure details: The title compound was prepared in analogy to example 62 using 3,5-dimethyl-isoxazole-4-boronic acid instead of 2.4-difluorophenylboronic acid and (1R,2R,4R) and (1S,2S,4S)-4-(4-bromo-2-trifluoromethyl-benzenesulfonyl)-2-isopropoxy-cyclopentanecarboxylic acid (1-cyano-cyclopropyl)-amide instead of (1R,2R,4R) and (1S,2S,4S)-4-(4-bromo-2-trifluoromethyl-benzenesulfonyl)-2-methoxy-cyclopentanecarboxylic acid (1-cyano-cyclopropyl)-amide. White solid. MS (EI): 538.2 (M−H)−. Reactants: C=C1CN(C1)C(=O)OC(C)(C)C (tert-butyl 3-methylene-azetidine-1-carboxylate), ClC(C(=O)Cl)(Cl)Cl (trichloroacetyl chloride), COCCOC (1,2-dimethoxyethane). Reagents/catalysts: [Zn] (zinc). Run in C(C)OCC (diethyl ether). Run at temperature 10 celsius, time 14 hour. Product: ClC1(C2(CN(C2)C(=O)OC(C)(C)C)CC1=O)Cl (Tert-butyl 5,5-dichloro-6-oxo-2-aza-spiro[3.3]-heptane-2-carboxylate). As a reaction SMILES: [CH2:1]=[C:2]1[CH2:5][N:4]([C:6]([O:8][C:9]([CH3:12])([CH3:11])[CH3:10])=[O:7])[CH2:3]1.[Cl:13][C:14]([Cl:19])(Cl)[C:15](Cl)=[O:16].COCCOC>C(OCC)C.[Zn]>[Cl:13][C:14]1([Cl:19])[C:15](=[O:16])[CH2:1][C:2]21[CH2:3][N:4]([C:6]([O:8][C:9]([CH3:12])([CH3:11])[CH3:10])=[O:7])[CH2:5]2. Reported procedure: Under an inert atmosphere, 7.728 g (118.19 mmoles) of zinc in nanopowder form are suspended in 100 ml of diethyl ether. 5.00 g (29.55 mmoles) of tert-butyl 3-methylene-azetidine-1-carboxylate (WO 2008124085) are added, then the medium is cooled to 10° C. A solution of 6.60 ml (59.09 mmoles) of trichloroacetyl chloride in ml of 1,2-dimethoxyethane is added drop by drop while maintaining the temperature of the reaction medium between 26 and 30° C. After stirring for 14 hrs at ambient temperature, ...